Dataset: the Open Reaction Database (ORD), a public repository of structured organic reaction records. Task: describe an organic reaction: reactants, conditions, products, and yield Reactants: CC(C)(C)OO, Cc1ccccc1, CC#N, COC(=O)C1Cc2cc(Cl)ccc2C1=O. RXN SMILES: [C:16]([CH3:18])([CH3:19])([O:20][OH:17])[CH3:21].[CH3:22][c:23]1[cH:24][cH:25][cH:26][cH:27][cH:28]1.[CH3:29][C:30]#[N:31].[Cl:1][c:2]1[cH:3][c:4]2[c:8]([cH:9][cH:10]1)[C:7](=[O:11])[CH:6]([C:12](=[O:13])[O:14][CH3:15])[CH2:5]2>>[Cl:1][c:2]1[cH:3][c:4]2[c:8]([cH:9][cH:10]1)[C:7](=[O:11])[C:6]([C:12](=[O:13])[O:14][CH3:15])([OH:20])[CH2:5]2. Yields the product COC(=O)C1(O)Cc2cc(Cl)ccc2C1=O. Reactants: C(C)(C)(C)OC(=O)C=1SC(=CC1)CC(CC)(CC)C(=O)OCC1=CC=CC=C1 (5-(2-Benzyloxycarbonyl-2-ethyl-butyl)thiophene-2-carboxylic acid tert-butyl ester). The solvent is FC(C(=O)O)(F)F (trifluoroacetic acid). Run at time 2 hour. The product is C(C1=CC=CC=C1)OC(=O)C(CC1=CC=C(S1)C(=O)O)(CC)CC (5-(2-benzyloxycarbonyl-2-ethyl-butyl)thiophene-2-carboxylic acid). Reaction SMILES: C([O:5][C:6]([C:8]1[S:9][C:10]([CH2:13][C:14]([C:19]([O:21][CH2:22][C:23]2[CH:28]=[CH:27][CH:26]=[CH:25][CH:24]=2)=[O:20])([CH2:17][CH3:18])[CH2:15][CH3:16])=[CH:11][CH:12]=1)=[O:7])(C)(C)C>FC(F)(F)C(O)=O>[CH2:22]([O:21][C:19]([C:14]([CH2:17][CH3:18])([CH2:15][CH3:16])[CH2:13][C:10]1[S:9][C:8]([C:6]([OH:7])=[O:5])=[CH:12][CH:11]=1)=[O:20])[C:23]1[CH:28]=[CH:27][CH:26]=[CH:25][CH:24]=1. Reported procedure: To 5-(2-Benzyloxycarbonyl-2-ethyl-butyl)thiophene-2-carboxylic acid tert-butyl ester (24.9 g, 61.9 mmol) was added trifluoroacetic acid (20 mL), and the mixture was stirred at room temperature for 2 hours. The solvent was evaporated to give the title compound (quantitative)